Dataset: the Open Reaction Database (ORD), a public repository of structured organic reaction records. Task: describe an organic reaction: reactants, conditions, products, and yield The reactants are N1=CC=CC2=CC=CC(=C12)OCCO (2-(8-quinolinyloxy)ethanol), S(N)(=O)(=O)Cl (sulfamoyl chloride), Cl (hydrochloric acid). As a reaction SMILES: [N:1]1[C:10]2[C:5](=[CH:6][CH:7]=[CH:8][C:9]=2[O:11][CH2:12][CH2:13][OH:14])[CH:4]=[CH:3][CH:2]=1.[S:15](Cl)(=[O:18])(=[O:17])[NH2:16].Cl>C(#N)C.C(O)(C)C>[N:1]1[C:10]2[C:5](=[CH:6][CH:7]=[CH:8][C:9]=2[O:11][CH2:12][CH2:13][O:14][S:15](=[O:18])(=[O:17])[NH2:16])[CH:4]=[CH:3][CH:2]=1 |f:3.4|. Reported procedure: Using the procedure of Example 54, 5.4 g (0.029 mole) of 2-(8-quinolinyloxy)ethanol was reacted with sulfamoyl chloride. During work-up of the reaction, quite a bit of light-yellow material deposited out from the organic-aqueous system. 1H NMR of this material suggested that it might be a quaternary salt. The oily product obtained at the end of the work-up procedure weighed 2.7 g. This oil was dissolved in acetonitrile-isopropyl alcohol and acidified with 37% hydrochloric acid. The mixture was e... The product is N1=CC=CC2=CC=CC(=C12)OCCOS(N)(=O)=O (Sulfamic acid 2-(8-quinolinyloxy)ethyl ester). Solvent: C(C)#N.C(C)(C)O (acetonitrile isopropyl alcohol). Starting materials: ether-EtOAc, ClS(=O)(=O)C=1C=C(C(=O)O)C=CC1 (3-chlorosulfonylbenzoic acid), P(Cl)(Cl)(Cl)(Cl)Cl (PCl5), [N+](=O)([O-])C=1C=C(C=CC1)S(=O)(=O)CCO (2-(3-nitrobenzenesulfonyl)ethanol). The solvent is O (water). Reaction conditions: temperature 70 celsius. Yields the product [N+](=O)([O-])C=1C=C(C=CC1)S(=O)(=O)CCOC(C1=CC(=CC=C1)S(=O)(=O)Cl)=O (3-Chlorosulfonyl-benzoic acid 2-(3-nitro-benzenesulfonyl)ethyl ester). Reaction SMILES: [Cl:1][S:2]([C:5]1[CH:6]=[C:7]([CH:11]=[CH:12][CH:13]=1)[C:8]([OH:10])=[O:9])(=[O:4])=[O:3].P(Cl)(Cl)(Cl)(Cl)Cl.[N+:20]([C:23]1[CH:24]=[C:25]([S:29]([CH2:32][CH2:33]O)(=[O:31])=[O:30])[CH:26]=[CH:27][CH:28]=1)([O-:22])=[O:21]>O>[N+:20]([C:23]1[CH:24]=[C:25]([S:29]([CH2:32][CH2:33][O:9][C:8](=[O:10])[C:7]2[CH:11]=[CH:12][CH:13]=[C:5]([S:2]([Cl:1])(=[O:4])=[O:3])[CH:6]=2)(=[O:31])=[O:30])[CH:26]=[CH:27][CH:28]=1)([O-:22])=[O:21]. Procedure details: To solid 3-chlorosulfonylbenzoic acid (3.2 g, 14.4 mmol) was added solid PCl5 (3.0 g, 14.4 mmol) at room temperature with mixing. The mixture was heated to 70° C. forming a brown liquid that was heated for an additional 2 h. POCl3 side product was removed by vacuum distillation and the residual brown oil was dissolved in 15 mL of CH3CN, and then 2-(3-nitrobenzenesulfonyl)ethanol (2.8 g, 12.0 mmol) was added. The mixture was heated to reflux temperature for 36 h. Thereafter water was added and th... Procedure: 14 g of trans-3-(1,2,2-trichloro-2-(4-chloro-phenyl)-ethyl)-2,2-dimethyl-cyclopropane-1-carboxylic acid were dissolved in 100 ml of carbon tetrachloride, 75 g of thionyl chloride were added and the mixture was heated under reflux for 4 hours. The solvent and excess thionyl chloride were then stripped off in vacuo. 13.7 g of trans-3-(1,2,2-trichloro-2-(4-chloro-phenyl)-ethyl)-2,2-dimethyl-cyclopropane-1-carboxylic acid chloride were obtained as a viscous oil. The solvent is C(Cl)(Cl)(Cl)Cl (carbon tetrachloride). The yield is 93.0%. Reaction SMILES: [Cl:1][CH:2]([C@H:13]1[C@H:15]([C:16](O)=[O:17])[C:14]1([CH3:20])[CH3:19])[C:3]([Cl:12])([Cl:11])[C:4]1[CH:9]=[CH:8][C:7]([Cl:10])=[CH:6][CH:5]=1.S(Cl)([Cl:23])=O>C(Cl)(Cl)(Cl)Cl>[Cl:1][CH:2]([C@H:13]1[C@H:15]([C:16]([Cl:23])=[O:17])[C:14]1([CH3:20])[CH3:19])[C:3]([Cl:12])([Cl:11])[C:4]1[CH:9]=[CH:8][C:7]([Cl:10])=[CH:6][CH:5]=1. Product: ClC(C(C1=CC=C(C=C1)Cl)(Cl)Cl)[C@@H]1C([C@H]1C(=O)Cl)(C)C (trans-3-(1,2,2-trichloro-2-(4-chloro-phenyl)-ethyl)-2,2-dimethyl-cyclopropane-1-carboxylic acid chloride). Reactants: S(=O)(Cl)Cl (thionyl chloride), ClC(C(C1=CC=C(C=C1)Cl)(Cl)Cl)[C@@H]1C([C@H]1C(=O)O)(C)C (trans-3-(1,2,2-trichloro-2-(4-chloro-phenyl)-ethyl)-2,2-dimethyl-cyclopropane-1-carboxylic acid), S(=O)(Cl)Cl (thionyl chloride). Yield: 77.9%. Reported procedure: 230 mg (1.79 mmol) of 1-cyclopropyl-4-hydroxy-1-butanone was dissolved in 7 ml of dichloromethane, and 580 mg (2.69 mmol) of pyridinium chlorochromate was added thereto, followed by stirring for 1 hour at room temperature. To the reaction solution was added diethyl ether, the mixture was filtered using Celite, and the filtrate was concentrated under reduced pressure. The residue was subjected to silica gel column chromatography (solvent; diethyl ether alone) to give 176 mg of the title compound ... Product: C1(CC1)C(CCC=O)=O (4-Cyclopropyl-4-oxobutanal). Run at time 1 hour. RXN SMILES: [CH:1]1([C:4](=[O:9])[CH2:5][CH2:6][CH2:7][OH:8])[CH2:3][CH2:2]1.[Cr](Cl)([O-])(=O)=O.[NH+]1C=CC=CC=1.C(OCC)C>ClCCl>[CH:1]1([C:4](=[O:9])[CH2:5][CH2:6][CH:7]=[O:8])[CH2:3][CH2:2]1 |f:1.2|. The reactants are C(C)OCC (diethyl ether), C1(CC1)C(CCCO)=O (1-cyclopropyl-4-hydroxy-1-butanone), C(C)OCC (diethyl ether), [Cr](=O)(=O)([O-])Cl.[NH+]1=CC=CC=C1 (pyridinium chlorochromate). Solvent: ClCCl (dichloromethane). As a reaction SMILES: [CH2:1]([CH:2]=[CH2:3])[c:4]1[c:5]([CH2:22][CH3:23])[c:6]([CH3:21])[c:7]2[c:11]([c:12]1[O:13][CH2:14][CH2:15][Si:16]([CH3:17])([CH3:18])[CH3:19])[C:10](=[O:20])[O:9][CH2:8]2.[CH3:28][OH:29].[Cl:30][CH2:31][Cl:32].[NH2:24][C:25](=[S:26])[NH2:27].[cH:33]1[cH:34][cH:35][n:36][cH:37][cH:38]1>>[CH2:1]([CH:2]=[O:29])[c:4]1[c:5]([CH2:22][CH3:23])[c:6]([CH3:21])[c:7]2[c:11]([c:12]1[O:13][CH2:14][CH2:15][Si:16]([CH3:17])([CH3:18])[CH3:19])[C:10](=[O:20])[O:9][CH2:8]2. The product is CCc1c(C)c2c(c(OCC[Si](C)(C)C)c1CC=O)C(=O)OC2. Reactants: C=CCc1c(CC)c(C)c2c(c1OCC[Si](C)(C)C)C(=O)OC2, CO, ClCCl, NC(N)=S, c1ccncc1. Starting materials: O (water), N(CCO)(CCO)CCO (triethanolamine), C (carbon black), S1(=O)(=O)CCCC1 (sulfolane). Product: C(C=C)(=O)OCCCC.C(C(=C)C)(=O)OC.C(C=C)(=O)O (methyl methacrylate-butyl acrylate acrylic acid), polyethoxylated stearyl ether. As a reaction SMILES: [CH4:1].S1([CH2:8][CH2:7][CH2:6][CH2:5]1)(=O)=O.N([CH2:16][CH2:17][OH:18])(CCO)C[CH2:11][OH:12].[OH2:19]>>[C:17]([O:18][CH2:5][CH2:6][CH2:7][CH3:8])(=[O:19])[CH:16]=[CH2:1].[C:1]([O:12][CH3:11])(=[O:19])[C:6]([CH3:7])=[CH2:5].[C:17]([OH:18])(=[O:19])[CH:16]=[CH2:1] |f:4.5.6|. Procedure details: An ink comprised of 7 percent by weight of Levanyl A-SF carbon black obtained from Bayer Corporation, 20 percent by weight of sulfolane (obtained from Bayer), 5 percent by weight of trimethylopropane, 0.1 percent by weight of triethanolamine, and 1.5 percent by weight of the emulsion obtained from Example V (34.3 percent by weight of poly(methyl methacrylate-butyl acrylate-acrylic acid) resin, 2.0 percent by weight of polyethoxylated stearyl ether nonionic surfactant Brij 700™, and 63.7 percent ... Reactants: Cl, O, O=c1cc(CO)oc(CO)c1O, [Zn]. Yields the product Cc1oc(CO)cc(=O)c1O. RXN SMILES: [ClH:13].[OH2:15].[OH:1][CH2:2][c:3]1[o:4][c:5]([CH2:11][OH:12])[c:6]([OH:10])[c:7](=[O:9])[cH:8]1.[Zn:14]>>[OH:1][CH2:2][c:3]1[o:4][c:5]([CH3:11])[c:6]([OH:10])[c:7](=[O:9])[cH:8]1.